Dataset: the Open Reaction Database (ORD), a public repository of structured organic reaction records. Task: describe an organic reaction: reactants, conditions, products, and yield Starting materials: NC(=O)C1C2C=CC(C2)C1Nc1nc(Cl)ncc1Cl, CCN1CC(=O)Nc2cc(N)c(OC)cc2C1. Product: CCN1CC(=O)Nc2cc(Nc3ncc(Cl)c(NC4C5C=CC(C5)C4C(N)=O)n3)c(OC)cc2C1. RXN SMILES: [Cl:18][c:19]1[n:20][cH:21][c:22]([Cl:36])[c:23]([NH:25][CH:26]2[CH:27]([C:33](=[O:34])[NH2:35])[CH:28]3[CH:29]=[CH:30][CH:31]2[CH2:32]3)[n:24]1.[NH2:1][c:2]1[c:3]([O:16][CH3:17])[cH:4][c:5]2[c:6]([cH:15]1)[NH:7][C:8](=[O:14])[CH2:9][N:10]([CH2:12][CH3:13])[CH2:11]2>>[NH:1]([c:2]1[c:3]([O:16][CH3:17])[cH:4][c:5]2[c:6]([cH:15]1)[NH:7][C:8](=[O:14])[CH2:9][N:10]([CH2:12][CH3:13])[CH2:11]2)[c:19]1[n:20][cH:21][c:22]([Cl:36])[c:23]([NH:25][CH:26]2[CH:27]([C:33](=[O:34])[NH2:35])[CH:28]3[CH:29]=[CH:30][CH:31]2[CH2:32]3)[n:24]1. Starting materials: N(=[N+]=[N-])CCCCCC(=O)OCC (Ethyl 6-azidohexanoate), [OH-].[K+] (KOH), O (water). The solvent is CO (MeOH). Conditions: temperature 0 celsius, time 2 hour. Product: N(=[N+]=[N-])CCCCCC(=O)O (6-azidohexanoic acid). Isolated yield 93.2%. RXN SMILES: [N:1]([CH2:4][CH2:5][CH2:6][CH2:7][CH2:8][C:9]([O:11]CC)=[O:10])=[N+:2]=[N-:3].[OH-].[K+].O>CO>[N:1]([CH2:4][CH2:5][CH2:6][CH2:7][CH2:8][C:9]([OH:11])=[O:10])=[N+:2]=[N-:3] |f:1.2|. Procedure details: Ethyl 6-azidohexanoate (8.59 g, 44.8 mmol) and KOH (13.0 g, 0.231 mol) were dissolved into a mixture of 120 ml of water and 180 ml of MeOH. The solution was stirred at 0° C. for 2 hrs then MeOH was removed in vacuo. The aqueous layer was extracted by CHCl3 (2×100 ml), acidified to pH=1 by 2N aqueous HCl and extracted by Et2O (2×100 ml). The organic layers were combined, washed with water (100 ml) and dried over Na2SO4. After filtration and evaporation of solvent, 6-azidohexanoic acid (6.56 g, 93...